From a dataset of the Open Reaction Database (ORD), a public repository of structured organic reaction records. describe an organic reaction: reactants, conditions, products, and yield The reactants are NC=1N(C=2N(C(C1)=O)CCN2)CC(C)C (7-Amino-2,3-Dihydro-8-(2-Methylpropyl)-Imidazo[1,2-a]Pyrimidin-5(8H)-One), purple solid, O (H2O), N(=O)[O-].[Na+] (NaNO2). Solvent: CC(=O)O (HOAc). Reaction conditions: time 30 minute. The product is NC=1N(C=2N(C(C1N=O)=O)CCN2)CC(C)C (7-Amino-2,3-Dihydro-8-(2-Methylpropyl)-6-Nitrosoimidazo[1,2-a]Pyrimidin-5(8H)-One). Reaction SMILES: [NH2:1][C:2]1[N:3]([CH2:12][CH:13]([CH3:15])[CH3:14])[C:4]2[N:5]([CH2:9][CH2:10][N:11]=2)[C:6](=[O:8])[CH:7]=1.O.[N:17]([O-])=[O:18].[Na+]>CC(O)=O>[NH2:1][C:2]1[N:3]([CH2:12][CH:13]([CH3:15])[CH3:14])[C:4]2[N:5]([CH2:9][CH2:10][N:11]=2)[C:6](=[O:8])[C:7]=1[N:17]=[O:18] |f:2.3|. Reported procedure: To a solution of 5.00 g. (0.024 mole) of the product of Procedure 30 in 15 ml. H2O and 4 ml. HOAc (0°) was added (portionwise) 1.72 g. (0.024 mole) NaNO2. The mixture was stirred at 24° for 30 min., cooled to 0° and filtered to yield 4.44 g. (72%) of a purple solid, mp 203°-205°d. Starting materials: CC(C)=CCBr, O=C([O-])O, CC(C)(C)OC(=O)NC(=O)OC(C)(C)C, CC(C)(C)[O-], [K+], [Na+], C1CCOC1. The product is CC(C)=CCN(C(=O)OC(C)(C)C)C(=O)OC(C)(C)C. As a reaction SMILES: [Br:22][CH2:23][CH:24]=[C:25]([CH3:26])[CH3:27].[C:28](=[O:29])([OH:30])[O-:31].[C:7](=[O:8])([O:9][C:10]([CH3:11])([CH3:12])[CH3:13])[NH:14][C:15](=[O:16])[O:17][C:18]([CH3:19])([CH3:20])[CH3:21].[CH3:1][C:2]([CH3:3])([O-:4])[CH3:5].[K+:6].[Na+:32].[O:33]1[CH2:34][CH2:35][CH2:36][CH2:37]1>>[C:7](=[O:8])([O:9][C:10]([CH3:11])([CH3:12])[CH3:13])[N:14]([C:15](=[O:16])[O:17][C:18]([CH3:19])([CH3:20])[CH3:21])[CH2:23][CH:24]=[C:25]([CH3:26])[CH3:27]. Starting materials: solid, BrC1=C(C(=CC=2C=C3N(C12)CCNC3=O)F)F (6-bromo-7,8-difluoro-3,4-dihydro-2H-pyrazino[1,2-a]indol-1-one), BrC1=C(C(=CC=2C=C3N(C12)CCNC3=O)F)F (6-bromo-7,8-difluoro-3,4-dihydro-2H-pyrazino[1,2-a]indol-1-one), FC1=CC=C(C=C1)B(O)O (4-fluoro-phenylboronic acid). Yields the product FC=1C(=CC=2C=C3N(C2C1C1=CC=C(C=C1)F)CCNC3=O)F (7,8-Difluoro-6-(4-fluoro-phenyl)-3,4-dihydro-2H-pyrazino[1,2-a]indol-1-one). RXN SMILES: Br[C:2]1[C:10]2[N:9]3[CH2:11][CH2:12][NH:13][C:14](=[O:15])[C:8]3=[CH:7][C:6]=2[CH:5]=[C:4]([F:16])[C:3]=1[F:17].[F:18][C:19]1[CH:24]=[CH:23][C:22](B(O)O)=[CH:21][CH:20]=1>>[F:17][C:3]1[C:4]([F:16])=[CH:5][C:6]2[CH:7]=[C:8]3[C:14](=[O:15])[NH:13][CH2:12][CH2:11][N:9]3[C:10]=2[C:2]=1[C:22]1[CH:23]=[CH:24][C:19]([F:18])=[CH:20][CH:21]=1. Procedure: The title compound, off-white solid (69 mg, 87%), MS (ISP) m/z=317.0 [(M+H)+], mp 286.5° C., was prepared in accordance with the general method of example 1 from 6-bromo-7,8-difluoro-3,4-dihydro-2H-pyrazino[1,2-a]indol-1-one (intermediate 6) (75.3 mg, 0.25 mmol) and commercially available 4-fluoro-phenylboronic acid (45.5 mg, 0.325 mmol). Reactants: CCOC(=O)CCc1cc(OCc2ccc(OCc3nc(-c4ccccc4)oc3C)cc2)ccc1OCC, CCO, Cl, [Na+], C1CCOC1, [OH-], O. Product: CCOc1ccc(OCc2ccc(OCc3nc(-c4ccccc4)oc3C)cc2)cc1CCC(=O)O. As a reaction SMILES: [CH2:1]([CH3:2])[O:3][c:4]1[c:5]([CH2:32][CH2:33][C:34](=[O:35])[O:36][CH2:37][CH3:38])[cH:6][c:7]([O:10][CH2:11][c:12]2[cH:13][cH:14][c:15]([O:18][CH2:19][c:20]3[n:21][c:22](-[c:26]4[cH:27][cH:28][cH:29][cH:30][cH:31]4)[o:23][c:24]3[CH3:25])[cH:16][cH:17]2)[cH:8][cH:9]1.[CH3:48][CH2:49][OH:50].[ClH:46].[Na+:45].[O:39]1[CH2:40][CH2:41][CH2:42][CH2:43]1.[OH-:44].[OH2:47]>>[CH2:1]([CH3:2])[O:3][c:4]1[c:5]([CH2:32][CH2:33][C:34](=[O:35])[OH:36])[cH:6][c:7]([O:10][CH2:11][c:12]2[cH:13][cH:14][c:15]([O:18][CH2:19][c:20]3[n:21][c:22](-[c:26]4[cH:27][cH:28][cH:29][cH:30][cH:31]4)[o:23][c:24]3[CH3:25])[cH:16][cH:17]2)[cH:8][cH:9]1.